The task is: describe an organic reaction: reactants, conditions, products, and yield. This data is from the Open Reaction Database (ORD), a public repository of structured organic reaction records. The reactants are COC(=O)C1N(CC1)C(=O)OC(C)(C)C (Azetidine-1,2-dicarboxylic acid 1-t-butyl ester 2-methyl ester), O.[OH-].[Li+] (lithium hydroxide monohydrate), resultant mixture. Solvent: O (water), O1CCOCC1 (dioxane). Product: C(C)(C)(C)OC(=O)N1C(CC1)C(=O)O (azetidine-1,2-dicarboxylic acid-1-t-butyl ester). The yield is 98.9%. As a reaction SMILES: C[O:2][C:3]([CH:5]1[CH2:8][CH2:7][N:6]1[C:9]([O:11][C:12]([CH3:15])([CH3:14])[CH3:13])=[O:10])=[O:4].O.[OH-].[Li+]>O.O1CCOCC1>[C:12]([O:11][C:9]([N:6]1[CH2:7][CH2:8][CH:5]1[C:3]([OH:4])=[O:2])=[O:10])([CH3:15])([CH3:13])[CH3:14] |f:1.2.3|. Procedure details: Azetidine-1,2-dicarboxylic acid 1-t-butyl ester 2-methyl ester (1.0 g) was added to a solution of lithium hydroxide monohydrate (0.586 g) in water (6 ml) and dioxane (12 ml) and the resultant mixture was stirred at room temperature for 2.5 hours. The mixture was evaporated to dryness and ice cold 1M HCl was added to the cooled residue. DCM was added and the organic layer was separated and washed with water, brine, dried (Na2SO4) and filtered. The filtrate was evaporated to dryness to give azetid...